The task is: describe an organic reaction: reactants, conditions, products, and yield. This data is from the Open Reaction Database (ORD), a public repository of structured organic reaction records. Reactants: [SiH](CC)(CC)CC (Et3SiH), B(F)(F)F.CCOCC (BF3.Et2O), [SiH](CC)(CC)CC (Et3SiH), BrC=1C=CC(=C(C(=O)C2=CC=C(C=C2)OCC)C1)Cl (5-bromo-2-chloro-4′-ethoxybenzophenone), B(F)(F)F.CCOCC (BF3.Et2O), N-acetyl 5-bromo-2-chloro-4′-ethoxydiphenylmethylamine. Run in ClCCCl.CC#N (1,2-dichloroethane MeCN). Run at temperature 20 celsius, time 8 hour. Product: CCOC1=CC=C(C=C1)CC2=C(C=CC(=C2)Br)Cl (5-bromo-2-chloro-4′-ethoxydiphenylmethane). Isolated yield 61.4%. As a reaction SMILES: [SiH](CC)(CC)CC.[Br:8][C:9]1[CH:10]=[CH:11][C:12]([Cl:26])=[C:13]([CH:25]=1)[C:14]([C:16]1[CH:21]=[CH:20][C:19]([O:22][CH2:23][CH3:24])=[CH:18][CH:17]=1)=O.B(F)(F)F.CCOCC>ClCCCl.CC#N>[CH3:24][CH2:23][O:22][C:19]1[CH:18]=[CH:17][C:16]([CH2:14][C:13]2[CH:25]=[C:9]([Br:8])[CH:10]=[CH:11][C:12]=2[Cl:26])=[CH:21][CH:20]=1 |f:2.3,4.5|. Procedure details: To a stirred solution of Et3SiH (400 mL, 2.51 mol and 5-bromo-2-chloro-4′-ethoxybenzophenone (390 g, 1.15 mol) in 900 mL of a 1:2 mixture 1,2-dichloroethane/MeCN at 10° C. was added BF3.Et2O (150 mL, 1.58 mol) at such a rate that the temperature did not exceed 20°. Caution a moderate exotherm insues during the addition. After stirring overnight at 20° C., HPLC revealed the reaction to be 90% complete. After adding an additional 40 mL Et3SiH and 15 mL of BF3.Et2O, the reaction was heated to 50° f...